From a dataset of the Open Reaction Database (ORD), a public repository of structured organic reaction records. describe an organic reaction: reactants, conditions, products, and yield Run at temperature 150 celsius. Procedure: To a solution of 2-chloro-5-methyl-4-propyl-6-(3-trifluoromethylphenyl)-pyrimidine (50 mg) in dimethylformamide (1 mL), was added zinc(II) cyanide (16 mg) and tetrakis(triphenylphosphine)-palladium(0) (16 mg). The suspension was heated in the microwave at 150° C. for 5 min, then poured into ethyl acetate (50 mL) and washed with water (2×10 mL). The organic layer was separated, dried over sodium sulphate and evaporated at reduced pressure. Preparative-HPLC afforded 5-methyl-4-propyl-6-(3-trifluor... The reagents and catalysts are [C-]#N.[Zn+2].[C-]#N (zinc(II) cyanide), [Pd].C1(=CC=CC=C1)P(C1=CC=CC=C1)C1=CC=CC=C1.C1(=CC=CC=C1)P(C1=CC=CC=C1)C1=CC=CC=C1.C1(=CC=CC=C1)P(C1=CC=CC=C1)C1=CC=CC=C1.C1(=CC=CC=C1)P(C1=CC=CC=C1)C1=CC=CC=C1 (tetrakis(triphenylphosphine)-palladium(0)). Reaction SMILES: Cl[C:2]1[N:7]=[C:6]([CH2:8][CH2:9][CH3:10])[C:5]([CH3:11])=[C:4]([C:12]2[CH:17]=[CH:16][CH:15]=[C:14]([C:18]([F:21])([F:20])[F:19])[CH:13]=2)[N:3]=1.C(OCC)(=O)C.[CH3:28][N:29](C)C=O>[C-]#N.[Zn+2].[C-]#N.[Pd].C1(P(C2C=CC=CC=2)C2C=CC=CC=2)C=CC=CC=1.C1(P(C2C=CC=CC=2)C2C=CC=CC=2)C=CC=CC=1.C1(P(C2C=CC=CC=2)C2C=CC=CC=2)C=CC=CC=1.C1(P(C2C=CC=CC=2)C2C=CC=CC=2)C=CC=CC=1>[CH3:11][C:5]1[C:6]([CH2:8][CH2:9][CH3:10])=[N:7][C:2]([C:28]#[N:29])=[N:3][C:4]=1[C:12]1[CH:17]=[CH:16][CH:15]=[C:14]([C:18]([F:21])([F:20])[F:19])[CH:13]=1 |f:3.4.5,6.7.8.9.10|. Reactants: ClC1=NC(=C(C(=N1)CCC)C)C1=CC(=CC=C1)C(F)(F)F (2-chloro-5-methyl-4-propyl-6-(3-trifluoromethylphenyl)-pyrimidine), CN(C=O)C (dimethylformamide), C(C)(=O)OCC (ethyl acetate). Product: CC=1C(=NC(=NC1C1=CC(=CC=C1)C(F)(F)F)C#N)CCC (5-methyl-4-propyl-6-(3-trifluoromethylphenyl)-pyrimidine-2-carbonitrile). Reactants: CC(=O)N1CCN(c2ccc(Nc3nccc(-c4cnc(C)n4C(C)C)n3)cc2)CC1, CC(C)O, Cl. Product: Cc1ncc(-c2ccnc(Nc3ccc(N4CCNCC4)cc3)n2)n1C(C)C. RXN SMILES: [C:1](=[O:2])([CH3:3])[N:4]1[CH2:5][CH2:6][N:7]([c:10]2[cH:11][cH:12][c:13]([NH:14][c:15]3[n:16][cH:17][cH:18][c:19](-[c:21]4[cH:22][n:23][c:24]([CH3:29])[n:25]4[CH:26]([CH3:27])[CH3:28])[n:20]3)[cH:30][cH:31]2)[CH2:8][CH2:9]1.[CH:33]([OH:34])([CH3:35])[CH3:36].[ClH:32]>>[NH:4]1[CH2:5][CH2:6][N:7]([c:10]2[cH:11][cH:12][c:13]([NH:14][c:15]3[n:16][cH:17][cH:18][c:19](-[c:21]4[cH:22][n:23][c:24]([CH3:29])[n:25]4[CH:26]([CH3:27])[CH3:28])[n:20]3)[cH:30][cH:31]2)[CH2:8][CH2:9]1. The reactants are [OH-].[Na+] (sodium hydroxide), ClC1=NC=C(C=C1)[N+](=O)[O-] (2-chloro-5-nitropyridine), Br.Br.N1C=NC(=C1)CCSC(N)=N (S-{2-[1H-imidazol-4-yl]ethyl}isothiourea dihydrobromide). Solvent: O (water), C(C)O (ethanol), O (water). Product: N1C=NC(=C1)CCSC1=NC=C(C=C1)[N+](=O)[O-] (2-{2-[1H-Imidazol-4-yl]ethylthio}-5-nitropyridine). As a reaction SMILES: Cl[C:2]1[CH:7]=[CH:6][C:5]([N+:8]([O-:10])=[O:9])=[CH:4][N:3]=1.Br.Br.[NH:13]1[CH:17]=[C:16]([CH2:18][CH2:19][S:20]C(=N)N)[N:15]=[CH:14]1.[OH-].[Na+]>C(O)C.O>[NH:13]1[CH:17]=[C:16]([CH2:18][CH2:19][S:20][C:2]2[CH:7]=[CH:6][C:5]([N+:8]([O-:10])=[O:9])=[CH:4][N:3]=2)[N:15]=[CH:14]1 |f:1.2.3,4.5|. Reported procedure: A hot solution of 0.2 g (1.3 mmol) of 2-chloro-5-nitropyridine in 5 ml of ethanol is added to a solution of 0.2 g (1.1 mmol) of S-{2-[1H-imidazol-4-yl]ethyl}isothiourea dihydrobromide in 2 ml of water. The resulting suspension is stirred under nitrogen. The reaction mixture is cooled to 0°-5° C. and a solution of 4 molar equivalents of sodium hydroxide (0.16 g) in 2 ml of water is added dropwise under N2. The reaction mixture is stirred for 1 h at the same temperature and for 3 h at 21° C. The r... Reported procedure: A potentially more economical route is the direct hydrosilation reaction of triethoxysilane and allyl chloride. Platinum is the most widely used hydrosilation catalyst and its use for the hydrosilation reaction of allyl chloride and triethoxysilane has been reported. According to U.S. Pat. No. 3,795,656, a 70% yield was obtained for the Pt-catalyzed hydrosilation reaction of allyl chloride and triethoxysilane. Belyakova et al., Obshch. Khim 1974, 44, 2439-2442, describes the Pt-catalyzed hydrosi... Starting materials: Pt, CO[SiH](OC)OC (trimethoxysilane), C(C=C)Cl (allyl chloride), C(C=C)Cl (allyl chloride), C(C)O[SiH](OCC)OCC (triethoxysilane), silanes, C(C=C)Cl (allyl chloride), Pt, ClCCC[Si](OCC)(OCC)OCC (chloropropyltriethoxysilane). Yield: 70.0%. As a reaction SMILES: C(Cl)C=C.C(O[SiH](OCC)OCC)C.[Cl:15][CH2:16][CH2:17][CH2:18][Si:19]([O:26][CH2:27]C)([O:23][CH2:24]C)[O:20][CH2:21]C.CO[SiH](OC)OC>>[Cl:15][CH2:16][CH2:17][CH2:18][Si:19]([O:26][CH3:27])([O:20][CH3:21])[O:23][CH3:24]. Product: ClCCC[Si](OC)(OC)OC (chloropropyltrimethoxysilane). Starting materials: CCCn1nc(Br)c([N+](=O)[O-])c1Br, C[Si](C)(C)[N-][Si](C)(C)C, Cc1ccccc1, [Li+]. The product is CCCn1nc(Br)c([N+](=O)[O-])c1NCc1ccccc1. As a reaction SMILES: [Br:1][c:2]1[n:3][n:4]([CH2:11][CH2:12][CH3:13])[c:5]([Br:10])[c:6]1[N+:7](=[O:8])[O-:9].[CH3:14][Si:15]([N-:18][Si:16]([CH3:17])([CH3:19])[CH3:20])([CH3:21])[CH3:22].[CH3:24][c:25]1[cH:26][cH:27][cH:28][cH:29][cH:30]1.[Li+:23]>>[Br:1][c:2]1[n:3][n:4]([CH2:11][CH2:12][CH3:13])[c:5]([NH:18][CH2:24][c:25]2[cH:26][cH:27][cH:28][cH:29][cH:30]2)[c:6]1[N+:7](=[O:8])[O-:9]. Product: CCc1ccc(C)[nH]c1=O. Reaction SMILES: [CH2:1]([CH3:2])[c:3]1[c:4]([NH2:10])[n:5][c:6]([CH3:9])[cH:7][cH:8]1.[N:11](=[O:12])[O-:13].[Na+:14].[Na+:16].[OH-:15].[OH2:22].[S:17](=[O:18])(=[O:19])([OH:20])[OH:21]>>[CH2:1]([CH3:2])[c:3]1[c:4](=[O:12])[nH:5][c:6]([CH3:9])[cH:7][cH:8]1. Starting materials: CCc1ccc(C)nc1N, O=N[O-], [Na+], [Na+], [OH-], O, O=S(=O)(O)O. Reactants: CN(C)P(=O)(N(C)C)N(C)C, [Cl-], COC(=O)C12C(=O)OC(C(Cl)(Cl)Cl)C1C2(C)C, [Li+]. Product: CC1(C)C2C(=O)OC(C(Cl)(Cl)Cl)C21. As a reaction SMILES: [CH3:20][N:21]([CH3:22])[P:23](=[O:24])([N:25]([CH3:26])[CH3:27])[N:28]([CH3:29])[CH3:30].[Cl-:19].[Cl:1][C:2]([CH:3]1[O:4][C:5](=[O:15])[C:6]2([C:11]([O:12][CH3:13])=[O:14])[C:7]([CH3:9])([CH3:10])[CH:8]12)([Cl:16])[Cl:17].[Li+:18]>>[Cl:1][C:2]([CH:3]1[O:4][C:5](=[O:15])[CH:6]2[C:7]([CH3:9])([CH3:10])[CH:8]12)([Cl:16])[Cl:17]. Reactants: O=C([O-])[O-], CCOC(=O)C(C)(Cc1ccc(Oc2cc(Cl)nc(NCc3ccccc3)n2)cc1)Oc1ccccc1, c1ccc(CN2CCNCC2)cc1, CN(C)C=O, [Cs+], [Cs+]. Product: CCOC(=O)C(C)(Cc1ccc(Oc2cc(N3CCN(Cc4ccccc4)CC3)nc(NCc3ccccc3)n2)cc1)Oc1ccccc1. RXN SMILES: [C:51](=[O:52])([O-:53])[O-:54].[CH2:1]([CH3:2])[O:3][C:4]([C:5]([CH2:6][c:7]1[cH:8][cH:9][c:10]([O:13][c:14]2[n:15][c:16]([NH:21][CH2:22][c:23]3[cH:24][cH:25][cH:26][cH:27][cH:28]3)[n:17][c:18]([Cl:20])[cH:19]2)[cH:11][cH:12]1)([O:29][c:30]1[cH:31][cH:32][cH:33][cH:34][cH:35]1)[CH3:36])=[O:37].[CH2:38]([c:39]1[cH:40][cH:41][cH:42][cH:43][cH:44]1)[N:45]1[CH2:46][CH2:47][NH:48][CH2:49][CH2:50]1.[CH3:57][N:58]([CH3:59])[CH:60]=[O:61].[Cs+:55].[Cs+:56]>>[CH2:1]([CH3:2])[O:3][C:4]([C:5]([CH2:6][c:7]1[cH:8][cH:9][c:10]([O:13][c:14]2[n:15][c:16]([NH:21][CH2:22][c:23]3[cH:24][cH:25][cH:26][cH:27][cH:28]3)[n:17][c:18]([N:48]3[CH2:47][CH2:46][N:45]([CH2:38][c:39]4[cH:40][cH:41][cH:42][cH:43][cH:44]4)[CH2:50][CH2:49]3)[cH:19]2)[cH:11][cH:12]1)([O:29][c:30]1[cH:31][cH:32][cH:33][cH:34][cH:35]1)[CH3:36])=[O:37]. Starting materials: CC=1C=C2C=CC(OC2=CC1OCC=C)=O (6-methyl-7-allyloxycoumarin), CCN(CC)C=1C=CC=CC1 (diethylaniline). Run in CCCCCC (n-hexane). The product is CC=1C=C2C=CC(OC2=C(C1O)CC=C)=O (6-methyl-7-hydroxy-8-allylcoumarin). As a reaction SMILES: [CH3:1][C:2]1[CH:3]=[C:4]2[C:9](=[CH:10][C:11]=1[O:12]CC=C)[O:8][C:7](=[O:16])[CH:6]=[CH:5]2.CCN([C:22]1[CH:23]=CC=C[CH:27]=1)CC>CCCCCC>[CH3:1][C:2]1[CH:3]=[C:4]2[C:9](=[C:10]([CH2:23][CH:22]=[CH2:27])[C:11]=1[OH:12])[O:8][C:7](=[O:16])[CH:6]=[CH:5]2. Procedure details: A solution of 6-methyl-7-hydroxycoumarin (IV) (11.4 g) in diethylaniline (80 ml) was refluxed for 2 h. After cooling the solution was diluted with n-hexane (500 ml) yielding a precipitate, which was collected by filtration, washed several times with n-hexane and crystallized from EtOAc, yielding 6-methyl-7-hydroxy-8-allylcoumarin (VII) (6.3 g; m.p. 161°-2° C.). ##STR13##